Dataset: the Open Reaction Database (ORD), a public repository of structured organic reaction records. Task: describe an organic reaction: reactants, conditions, products, and yield Reactants: C(C)(=O)OCC (ethyl acetate), OC1=C(C=CC(=C1)O)C(C(F)(F)F)=O (1-(2,4-dihydroxy-phenyl)-2,2,2-trifluoro-ethanone), ClCC(=O)C1=C(C=C(C=C1)Cl)Cl (2-chloro-1-(2,4-dichlorophenyl)ethanone), C([O-])([O-])=O.[K+].[K+] (potassium carbonate). Run in O (water), CN(C=O)C (N,N-dimethylformamide). Run at temperature 90 celsius, time 16 hour. The product is ClC1=C(C=CC(=C1)Cl)C(=O)C=1OC2=C(C1C(F)(F)F)C=CC(=C2)O ((2,4-Dichloro-phenyl)-(6-hydroxy-3-trifluoromethyl-benzofuran-2-yl)-methanone). The yield is 33.5%. As a reaction SMILES: [OH:1][C:2]1[CH:7]=[C:6]([OH:8])[CH:5]=[CH:4][C:3]=1[C:9](=O)[C:10]([F:13])([F:12])[F:11].Cl[CH2:16][C:17]([C:19]1[CH:24]=[CH:23][C:22]([Cl:25])=[CH:21][C:20]=1[Cl:26])=[O:18].C(=O)([O-])[O-].[K+].[K+].C(OCC)(=O)C>CN(C)C=O.O>[Cl:26][C:20]1[CH:21]=[C:22]([Cl:25])[CH:23]=[CH:24][C:19]=1[C:17]([C:16]1[O:1][C:2]2[CH:7]=[C:6]([OH:8])[CH:5]=[CH:4][C:3]=2[C:9]=1[C:10]([F:13])([F:12])[F:11])=[O:18] |f:2.3.4|. Procedure details: To a solution of 1-(2,4-dihydroxy-phenyl)-2,2,2-trifluoro-ethanone (1.00 g, 4.85 mmol) and 2-chloro-1-(2,4-dichlorophenyl)ethanone (1.08 g, 4.85 mmol, 1.0 eq) in anhydrous N,N-dimethylformamide (10 mL) was added potassium carbonate (1.01 g, 7.28 mmol, 1.5 eq). The reaction mixture was stirred at 90° C. for 16 h. The mixture was cooled to room temperature and then poured into ethyl acetate (100 mL) and water (100 mL). The aqueous layer was extracted with ethyl acetate (2×100 mL). The combined org... Reactants: [Ag], O=Cc1ccc(C(=O)O)cc1, Cc1ccccc1, CC(NC(=O)C(C)(Cc1cn(C(=O)OCI)c2ccccc12)NC(=O)OCc1cc2ccccc2o1)c1ccccc1. Yields the product CC(NC(=O)C(C)(Cc1cn(C(=O)OCOC(=O)c2ccc(C=O)cc2)c2ccccc12)NC(=O)OCc1cc2ccccc2o1)c1ccccc1. Reaction SMILES: [Ag:61].[C:43](=[O:44])([OH:45])[c:46]1[cH:47][cH:48][c:49]([CH:50]=[O:51])[cH:52][cH:53]1.[CH3:54][c:55]1[cH:56][cH:57][cH:58][cH:59][cH:60]1.[I:1][CH2:2][O:3][C:4](=[O:5])[n:6]1[cH:7][c:8]([CH2:15][C:16]([CH3:17])([C:18]([NH:19][CH:20]([CH3:21])[c:22]2[cH:23][cH:24][cH:25][cH:26][cH:27]2)=[O:28])[NH:29][C:30](=[O:31])[O:32][CH2:33][c:34]2[o:35][c:36]3[c:37]([cH:38]2)[cH:39][cH:40][cH:41][cH:42]3)[c:9]2[cH:10][cH:11][cH:12][cH:13][c:14]12>>[CH2:2]([O:3][C:4](=[O:5])[n:6]1[cH:7][c:8]([CH2:15][C:16]([CH3:17])([C:18]([NH:19][CH:20]([CH3:21])[c:22]2[cH:23][cH:24][cH:25][cH:26][cH:27]2)=[O:28])[NH:29][C:30](=[O:31])[O:32][CH2:33][c:34]2[o:35][c:36]3[c:37]([cH:38]2)[cH:39][cH:40][cH:41][cH:42]3)[c:9]2[cH:10][cH:11][cH:12][cH:13][c:14]12)[O:45][C:43](=[O:44])[c:46]1[cH:47][cH:48][c:49]([CH:50]=[O:51])[cH:52][cH:53]1. The reactants are ClCCl (Dichloromethane), C(C1=CN=CC=C1)(=O)Cl (Nicotinoyl chloride), CC1NC2=CC=CC=C2C(C1)N(C(C)=O)C1=CC=CC=C1 (N-(2-methyl-1,2,3,4-tetrahydroquinolin-4-yl)-N-phenylacetamide), C(C)N(C(C)C)C(C)C (N-ethyl-N,N-diisopropylamine). Solvent: O1CCOCC1 (dioxane). Reaction conditions: time 8 hour. Yields the product C[C@@H]1N(C2=CC=CC=C2[C@@H](C1)N(C(C)=O)C1=CC=CC=C1)C(=O)C=1C=NC=CC1 (Cis-N-[2-Methyl-1-(pyridine-3-carbonyl)-1,2,3,4-tetrahydroquinolin-4-yl]-N-phenyl-acetamide). Reaction SMILES: [C:1](Cl)(=[O:8])[C:2]1[CH:7]=[CH:6][CH:5]=[N:4][CH:3]=1.[CH3:10][CH:11]1[CH2:20][CH:19]([N:21]([C:25]2[CH:30]=[CH:29][CH:28]=[CH:27][CH:26]=2)[C:22](=[O:24])[CH3:23])[C:18]2[C:13](=[CH:14][CH:15]=[CH:16][CH:17]=2)[NH:12]1.C(N(C(C)C)C(C)C)C.ClCCl>O1CCOCC1>[CH3:10][C@H:11]1[CH2:20][C@@H:19]([N:21]([C:25]2[CH:30]=[CH:29][CH:28]=[CH:27][CH:26]=2)[C:22](=[O:24])[CH3:23])[C:18]2[C:13](=[CH:14][CH:15]=[CH:16][CH:17]=2)[N:12]1[C:1]([C:2]1[CH:3]=[N:4][CH:5]=[CH:6][CH:7]=1)=[O:8]. Procedure details: Nicotinoyl chloride (1.1 eq) was added to a solution of N-(2-methyl-1,2,3,4-tetrahydroquinolin-4-yl)-N-phenylacetamide (100 mg) and N-ethyl-N,N-diisopropylamine (2.2 eq) in dioxane (1 ml). The mixture was stirred overnight at room temperature. Dichloromethane was added and the organic layer was washed by water and sodium carbonate solution and dried over sodium sulfate. The solvent was removed and the mixture was purified by chromatography on silica gel (dichloromethane and ethanol (99:1)) to af...